This data is from the Open Reaction Database (ORD), a public repository of structured organic reaction records. The task is: describe an organic reaction: reactants, conditions, products, and yield The reactants are C(C)(C)(C)OC(=O)N1CC2COCC(C1)N2 (3-oxa-7,9-diaza-bicyclo[3.3.1]nonane-7-carboxylic acid tert-butyl ester), C1=CC=CC=2C3=CC=CC=C3C(C12)COC(=O)C1C(=O)N(C(C1)=O)O (9-fluorenylmethoxycarbonyl-N-hydroxysuccinimide). Solvent: C1CCOC1 (THF). Conditions: time 2.5 hour. Yields the product C1=CC=CC=2C3=CC=CC=C3C(C12)COC(=O)N1C2COCC1CN(C2)C(=O)OC(C)(C)C (3-oxa-7,9-diaza-bicyclo[3.3.1]nonane-7,9-dicarboxylic acid 7-tert-butyl ester 9-(9H-fluoren-9-ylmethyl) ester), foam. The yield is 93.0%. As a reaction SMILES: [C:1]([O:5][C:6]([N:8]1[CH2:15][CH:14]2[NH:16][CH:10]([CH2:11][O:12][CH2:13]2)[CH2:9]1)=[O:7])([CH3:4])([CH3:3])[CH3:2].[CH:17]1[C:29]2[CH:28]([CH2:30][O:31][C:32](C3CC(=O)N(O)C3=O)=[O:33])[C:27]3[C:22](=[CH:23][CH:24]=[CH:25][CH:26]=3)[C:21]=2[CH:20]=[CH:19][CH:18]=1>C1COCC1>[CH:17]1[C:29]2[CH:28]([CH2:30][O:31][C:32]([N:16]3[CH:14]4[CH2:15][N:8]([C:6]([O:5][C:1]([CH3:4])([CH3:2])[CH3:3])=[O:7])[CH2:9][CH:10]3[CH2:11][O:12][CH2:13]4)=[O:33])[C:27]3[C:22](=[CH:23][CH:24]=[CH:25][CH:26]=3)[C:21]=2[CH:20]=[CH:19][CH:18]=1. Procedure details: A mixture of 3-oxa-7,9-diaza-bicyclo[3.3.1]nonane-7-carboxylic acid tert-butyl ester (716 mg, 3.14 mmol, WuXy AppTech) and 9-fluorenylmethoxycarbonyl-N-hydroxysuccinimide (1058 mg, 3.14 mmol) was prepared in anhydrous THF (11 mL) and stirred at RT for 2.5 hours. The reaction mixture was concentrated under vacuum to give a yellow oil. After purification by flash chromatography (silica, heptane/EtOAc), the title compound was obtained as a white foam (1.36 g, 93%). 1H NMR (300 MHz, CDCl3) δ 7.77 (d... Reactants: COC=1C=C(C=CC1OC)N1C(COCC1)C=O (4-(3',4'-dimethoxyphenyl)-oxomethylmorpholine), P12(=S)SP3(=S)SP(=S)(S1)SP(=S)(S2)S3 (diphosphorus pentasulfide). Solvent: N1=CC=CC=C1 (pyridine). Reaction conditions: time 8 hour. Product: COC=1C=C(C=CC1OC)N1C(COCC1)C=S (4-(3',4'-Dimethoxyphenyl)-thioxomethylmorpholine). As a reaction SMILES: [CH3:1][O:2][C:3]1[CH:4]=[C:5]([N:11]2[CH2:16][CH2:15][O:14][CH2:13][CH:12]2[CH:17]=O)[CH:6]=[CH:7][C:8]=1[O:9][CH3:10].P12(SP3(SP(SP(S3)(S1)=S)(=S)S2)=S)=[S:20]>N1C=CC=CC=1>[CH3:1][O:2][C:3]1[CH:4]=[C:5]([N:11]2[CH2:16][CH2:15][O:14][CH2:13][CH:12]2[CH:17]=[S:20])[CH:6]=[CH:7][C:8]=1[O:9][CH3:10]. Procedure: A mixture of 25.1 g (0.1 mole) of 4-(3',4'-dimethoxyphenyl)-oxomethylmorpholine, 100 ml of pyridine and 22.3 g (0.1 mole) of diphosphorus pentasulfide is boiled for 8 hours. Then the solvent is removed in vacuo, the residue is poured into 300 g of icy water and the product is crystallized from ethanol.